Dataset: the Open Reaction Database (ORD), a public repository of structured organic reaction records. Task: describe an organic reaction: reactants, conditions, products, and yield Starting materials: CN(C)CCCCl, CN(C)CCCOCc1nc2c(n1COCC[Si](C)(C)C)-c1ccccc1Sc1ccc(Cl)cc1-2, Cl. The product is CN(C)CCCOCc1nc2c([nH]1)-c1ccccc1Sc1ccc(Cl)cc1-2. As a reaction SMILES: [CH3:2][N:3]([CH3:4])[CH2:5][CH2:6][CH2:7][Cl:8].[Cl:9][c:10]1[cH:11][c:12]2[c:13]([cH:42][cH:43]1)[S:14][c:15]1[c:16]([cH:38][cH:39][cH:40][cH:41]1)-[c:17]1[n:18]([CH2:30][O:31][CH2:32][CH2:33][Si:34]([CH3:35])([CH3:36])[CH3:37])[c:19]([CH2:22][O:23][CH2:24][CH2:25][CH2:26][N:27]([CH3:28])[CH3:29])[n:20][c:21]1-2.[ClH:1]>>[Cl:9][c:10]1[cH:11][c:12]2[c:13]([cH:42][cH:43]1)[S:14][c:15]1[c:16]([cH:38][cH:39][cH:40][cH:41]1)-[c:17]1[nH:18][c:19]([CH2:22][O:23][CH2:24][CH2:25][CH2:26][N:27]([CH3:28])[CH3:29])[n:20][c:21]1-2.